This data is from the Open Reaction Database (ORD), a public repository of structured organic reaction records. The task is: describe an organic reaction: reactants, conditions, products, and yield The reactants are O=C([O-])[O-], Cn1nccc1O, CN1CCCC1=O, NC(=O)C1(c2cccc(Sc3cnc(Cl)c(Cl)c3)c2)CCOCC1, [Cs+], [Cs+]. The product is Cn1nccc1Oc1ncc(Sc2cccc(C3(C(N)=O)CCOCC3)c2)cc1Cl. Reaction SMILES: [C:32](=[O:33])([O-:34])[O-:35].[CH3:25][n:26]1[n:27][cH:28][cH:29][c:30]1[OH:31].[CH3:38][N:39]1[CH2:40][CH2:41][CH2:42][C:43]1=[O:44].[Cl:1][c:2]1[cH:3][c:4]([S:9][c:10]2[cH:11][c:12]([C:16]3([C:22](=[O:23])[NH2:24])[CH2:17][CH2:18][O:19][CH2:20][CH2:21]3)[cH:13][cH:14][cH:15]2)[cH:5][n:6][c:7]1[Cl:8].[Cs+:36].[Cs+:37]>>[Cl:1][c:2]1[cH:3][c:4]([S:9][c:10]2[cH:11][c:12]([C:16]3([C:22](=[O:23])[NH2:24])[CH2:17][CH2:18][O:19][CH2:20][CH2:21]3)[cH:13][cH:14][cH:15]2)[cH:5][n:6][c:7]1[O:31][c:30]1[n:26]([CH3:25])[n:27][cH:28][cH:29]1. The reactants are CN(Cc1cc(Br)n(S(=O)(=O)c2cccnc2)c1)C(=O)OC(C)(C)C, COCCOC, OB(O)c1cccnc1Cl, [Na+], O, O=C([O-])O, c1ccc(P(c2ccccc2)(c2ccccc2)[Pd](P(c2ccccc2)(c2ccccc2)c2ccccc2)(P(c2ccccc2)(c2ccccc2)c2ccccc2)P(c2ccccc2)(c2ccccc2)c2ccccc2)cc1. Yields the product CN(Cc1cc(-c2cccnc2Cl)n(S(=O)(=O)c2cccnc2)c1)C(=O)OC(C)(C)C. RXN SMILES: [C:1]([CH3:2])([CH3:3])([CH3:4])[O:5][C:6]([N:7]([CH3:8])[CH2:9][c:10]1[cH:11][n:12]([S:16](=[O:17])(=[O:18])[c:19]2[cH:20][n:21][cH:22][cH:23][cH:24]2)[c:13]([Br:15])[cH:14]1)=[O:25].[CH3:41][O:42][CH2:43][CH2:44][O:45][CH3:46].[Cl:26][c:27]1[n:28][cH:29][cH:30][cH:31][c:32]1[B:33]([OH:34])[OH:35].[Na+:36].[OH2:124].[OH:37][C:38](=[O:39])[O-:40].[cH:47]1[cH:48][cH:49][c:50]([P:51]([Pd:52]([P:53]([c:54]2[cH:55][cH:56][cH:57][cH:58][cH:59]2)([c:60]2[cH:61][cH:62][cH:63][cH:64][cH:65]2)[c:66]2[cH:67][cH:68][cH:69][cH:70][cH:71]2)([P:72]([c:73]2[cH:74][cH:75][cH:76][cH:77][cH:78]2)([c:79]2[cH:80][cH:81][cH:82][cH:83][cH:84]2)[c:85]2[cH:86][cH:87][cH:88][cH:89][cH:90]2)[P:91]([c:92]2[cH:93][cH:94][cH:95][cH:96][cH:97]2)([c:98]2[cH:99][cH:100][cH:101][cH:102][cH:103]2)[c:104]2[cH:105][cH:106][cH:107][cH:108][cH:109]2)([c:110]2[cH:111][cH:112][cH:113][cH:114][cH:115]2)[c:116]2[cH:117][cH:118][cH:119][cH:120][cH:121]2)[cH:122][cH:123]1>>[C:1]([CH3:2])([CH3:3])([CH3:4])[O:5][C:6]([N:7]([CH3:8])[CH2:9][c:10]1[cH:11][n:12]([S:16](=[O:17])(=[O:18])[c:19]2[cH:20][n:21][cH:22][cH:23][cH:24]2)[c:13](-[c:32]2[c:27]([Cl:26])[n:28][cH:29][cH:30][cH:31]2)[cH:14]1)=[O:25]. Starting materials: ClC1=C(C=C(C=C1)/C=C/C(=O)OC)C(=O)NCC12CC3CC(CC(C1)C3)C2 ((2E)-3-[4chloro-3-[[(tricyclo[3.3.1.13,7]dec-1-ylmethyl)amino]carbonyl]phenyl]-2-propenoic acid, methyl ester). Reagents/catalysts: [Rh] (Rhodium on carbon). Run in C(C)(=O)OCC.ClCCl (ethyl acetate dichloromethane). The product is ClC1=C(C=C(C=C1)CCC(=O)OC)C(=O)NCC12CC3CC(CC(C1)C3)C2 (4-Chloro-3-[[(tricyclo[3.3.1.13,7]dec-1-ylmethyl)amino]carbonyl]-benzenepropanoic acid, methyl ester). Isolated yield 104.0%. As a reaction SMILES: [Cl:1][C:2]1[CH:7]=[CH:6][C:5](/[CH:8]=[CH:9]/[C:10]([O:12][CH3:13])=[O:11])=[CH:4][C:3]=1[C:14]([NH:16][CH2:17][C:18]12[CH2:27][CH:22]3[CH2:23][CH:24]([CH2:26][CH:20]([CH2:21]3)[CH2:19]1)[CH2:25]2)=[O:15]>C(OCC)(=O)C.ClCCl.[Rh]>[Cl:1][C:2]1[CH:7]=[CH:6][C:5]([CH2:8][CH2:9][C:10]([O:12][CH3:13])=[O:11])=[CH:4][C:3]=1[C:14]([NH:16][CH2:17][C:18]12[CH2:19][CH:20]3[CH2:21][CH:22]([CH2:23][CH:24]([CH2:26]3)[CH2:25]1)[CH2:27]2)=[O:15] |f:1.2|. Procedure: 5% Rhodium on carbon (0.40 g) was added to a solution of (2E)-3-[4chloro-3-[[(tricyclo[3.3.1.13,7]dec-1-ylmethyl)amino]carbonyl]phenyl]-2-propenoic acid, methyl ester (Example 6a, 2.2 g) in ethyl acetate/dichloromethane (4:1) (160 ml) and the mixture hydrogenated at 3 bar for 24 h The catalyst was removed by filtration and the filtrate concentrated to give the subtitled compound as an oil (2.3 g). Reactants: COC(CC1=CC2=CC=C(C=C2C(=C1C)C1CCN(CC1)C(NC1=CC(=CC=C1)C(F)(F)F)=O)F)=O ({6-fluoro-3-methyl-4-[1-(3-trifluoromethyl-phenylcarbamoyl)-piperidin-4-yl]-naphthalen-2-yl}-acetic acid methyl ester), O.[OH-].[Li+] (lithium hydroxide monohydrate). Run in C1CCOC1 (THF), O (water). Run at time 4 hour. Yields the product FC=1C=C2C(=C(C(=CC2=CC1)CC(=O)O)C)C1CCN(CC1)C(NC1=CC(=CC=C1)C(F)(F)F)=O ({6-fluoro-3-methyl-4-[1-(3-trifluoromethyl-phenylcarbamoyl)-piperidin-4-yl]-naphthalen-2-yl}-acetic acid). The yield is 69.8%. RXN SMILES: C[O:2][C:3](=[O:36])[CH2:4][C:5]1[C:14]([CH3:15])=[C:13]([CH:16]2[CH2:21][CH2:20][N:19]([C:22](=[O:34])[NH:23][C:24]3[CH:29]=[CH:28][CH:27]=[C:26]([C:30]([F:33])([F:32])[F:31])[CH:25]=3)[CH2:18][CH2:17]2)[C:12]2[C:7](=[CH:8][CH:9]=[C:10]([F:35])[CH:11]=2)[CH:6]=1.O.[OH-].[Li+]>C1COCC1.O>[F:35][C:10]1[CH:11]=[C:12]2[C:7](=[CH:8][CH:9]=1)[CH:6]=[C:5]([CH2:4][C:3]([OH:36])=[O:2])[C:14]([CH3:15])=[C:13]2[CH:16]1[CH2:21][CH2:20][N:19]([C:22](=[O:34])[NH:23][C:24]2[CH:29]=[CH:28][CH:27]=[C:26]([C:30]([F:31])([F:33])[F:32])[CH:25]=2)[CH2:18][CH2:17]1 |f:1.2.3|. Procedure details: To a solution of {6-fluoro-3-methyl-4-[1-(3-trifluoromethyl-phenylcarbamoyl)-piperidin-4-yl]-naphthalen-2-yl}-acetic acid methyl ester (97 mg, 0.193 mmol) in THF (8.0 mL) was added a solution of lithium hydroxide monohydrate (92.4 mg, 2.2 mmol) in water (2.0 mL) at room temperature. The resulting solution was stirred for four hours under a nitrogen atmosphere. The solvent was evaporated. Water (˜25 mL) was added and the mixture was acidified with 1.0 N aqueous HCl (3.9 mL). The resulting white p... Starting materials: Cl.ClC1=CC(=NC=N1)NC1=CC(=CC=C1)[N+](=O)[O-] (6-chloro-N-(3-nitrophenyl)pyrimidin-4-amine hydrochloride), C1(CCCCC1)N (cyclohexylamine), CCN(C(C)C)C(C)C (DIPEA). Solvent: CCCCO (n-BuOH). Conditions: temperature 200 celsius. The product is C1(CCCCC1)NC1=NC=NC(=C1)NC1=CC(=CC=C1)[N+](=O)[O-] (N4-cyclohexyl-N6-(3-nitrophenyl)pyrimidine-4,6-diamine). Yield: 94.0%. RXN SMILES: Cl.Cl[C:3]1[N:8]=[CH:7][N:6]=[C:5]([NH:9][C:10]2[CH:15]=[CH:14][CH:13]=[C:12]([N+:16]([O-:18])=[O:17])[CH:11]=2)[CH:4]=1.[CH:19]1([NH2:25])[CH2:24][CH2:23][CH2:22][CH2:21][CH2:20]1.CCN(C(C)C)C(C)C>CCCCO>[CH:19]1([NH:25][C:3]2[CH:4]=[C:5]([NH:9][C:10]3[CH:15]=[CH:14][CH:13]=[C:12]([N+:16]([O-:18])=[O:17])[CH:11]=3)[N:6]=[CH:7][N:8]=2)[CH2:24][CH2:23][CH2:22][CH2:21][CH2:20]1 |f:0.1|. Reported procedure: 60 mg of 6-chloro-N-(3-nitrophenyl)pyrimidin-4-amine hydrochloride, 32 mg cyclohexylamine and 69 mg of DIPEA were dissolved in 1 mL of n-BuOH and charged into a microwave vial and the vial obtained heated to 200° C. for 60 minutes under microwave irradiation. The reaction was monitored by TLC. The crude product was precipitated from n-BuOH. Purification was carried out by filtering and washing with cold n-BuOH. Pure N4-cyclohexyl-N6-(3-nitrophenyl)pyrimidine-4,6-diamine in the form of a colorles... The reactants are CO, CCOC(=O)C=Cc1ccc(NC2CCN(C(=O)c3ccc(Cl)cc3)CC2)nc1, [Na+], [OH-]. The product is O=C(O)C=Cc1ccc(NC2CCN(C(=O)c3ccc(Cl)cc3)CC2)nc1. Reaction SMILES: [CH3:32][OH:33].[Cl:1][c:2]1[cH:3][cH:4][c:5]([C:6](=[O:7])[N:8]2[CH2:9][CH2:10][CH:11]([NH:14][c:15]3[cH:16][cH:17][c:18]([CH:21]=[CH:22][C:23](=[O:24])[O:25][CH2:26][CH3:27])[cH:19][n:20]3)[CH2:12][CH2:13]2)[cH:28][cH:29]1.[Na+:31].[OH-:30]>>[Cl:1][c:2]1[cH:3][cH:4][c:5]([C:6](=[O:7])[N:8]2[CH2:9][CH2:10][CH:11]([NH:14][c:15]3[cH:16][cH:17][c:18]([CH:21]=[CH:22][C:23](=[O:24])[OH:25])[cH:19][n:20]3)[CH2:12][CH2:13]2)[cH:28][cH:29]1.